This data is from the Open Reaction Database (ORD), a public repository of structured organic reaction records. The task is: describe an organic reaction: reactants, conditions, products, and yield The reactants are CN(C)C=O (DMF), CC1(SC2=CC=C(C=C2C(=C1)C1=CC=C(S1)C)Br)C (2,2-dimethyl-4(2-methyl-thien-5-yl)-6-bromo-thiochrom-3-ene), CC1(SC2=CC=C(C=C2C(=C1)C1=CC=C(S1)C)Br)C (2,2-dimethyl-4(2-methyl-thien-5-yl)-6-bromo-thiochrom-3-ene), [Li]CCCC (n-BuLi). The solvent is C1CCOC1 (THF), CCCCCC (hexane). Run at time 16 hour. The product is CC1(SC2=CC=C(C=C2C(=C1)C1=CC=C(S1)C)C=O)C (2,2-Dimethyl-4(2-methyl-thien-5-yl)-thiochrom-3-en-6-al). As a reaction SMILES: [CH3:1][C:2]1([CH3:19])[CH:11]=[C:10]([C:12]2[S:16][C:15]([CH3:17])=[CH:14][CH:13]=2)[C:9]2[C:4](=[CH:5][CH:6]=[C:7](Br)[CH:8]=2)[S:3]1.[Li]CCCC.CN([CH:28]=[O:29])C>C1COCC1.CCCCCC>[CH3:1][C:2]1([CH3:19])[CH:11]=[C:10]([C:12]2[S:16][C:15]([CH3:17])=[CH:14][CH:13]=2)[C:9]2[C:4](=[CH:5][CH:6]=[C:7]([CH:28]=[O:29])[CH:8]=2)[S:3]1. Reported procedure: To a cold (-78° C.) solution of 2,2-dimethyl-4(2-methyl-thien-5-yl)-6-bromo-thiochrom-3-ene (Compound T, 430 mg, 1.2 mmol) in THF (12 mL) was added n-BuLi in hexane (1.6M solution, 1 mL). The mixture was gradually warmed to ambient temperature over 1 hour and recooled to -78° C. To this solution was added DMF (220 mg, 3 mmol) and the mixture was stirred at ambient temperature for 16 hours. The reaction was quenched by adding water (10 mL) and ethy lacetate (100 mL). The organic layer was washed ... The reactants are BrC=1C(=CC(=NC1)NC(=S)N)CC(=O)OCC (ethyl 2-(5-bromo-2-thioureidopyridin-4-yl)acetate), BrCC(CCC1=CC=CC=C1)=O (1-bromo-4-phenylbutan-2-one), CCN(C(C)C)C(C)C (DIEA). Solvent: C(C)O (ethanol). Conditions: temperature 70 celsius, time 2 hour. Product: BrC=1C(=CC(=NC1)NC=1SC=C(N1)CCC1=CC=CC=C1)CC(=O)OCC (ethyl 2-(5-bromo-2-(4-phenethylthiazol-2-ylamino)pyridin-4-yl)acetate). Yield: 58.8%. RXN SMILES: [Br:1][C:2]1[C:3]([CH2:12][C:13]([O:15][CH2:16][CH3:17])=[O:14])=[CH:4][C:5]([NH:8][C:9]([NH2:11])=[S:10])=[N:6][CH:7]=1.Br[CH2:19][C:20](=O)[CH2:21][CH2:22][C:23]1[CH:28]=[CH:27][CH:26]=[CH:25][CH:24]=1.CCN(C(C)C)C(C)C>C(O)C>[Br:1][C:2]1[C:3]([CH2:12][C:13]([O:15][CH2:16][CH3:17])=[O:14])=[CH:4][C:5]([NH:8][C:9]2[S:10][CH:19]=[C:20]([CH2:21][CH2:22][C:23]3[CH:28]=[CH:27][CH:26]=[CH:25][CH:24]=3)[N:11]=2)=[N:6][CH:7]=1. Reported procedure: A flask was charged with ethyl 2-(5-bromo-2-thioureidopyridin-4-yl)acetate (2.200 g, 6.914 mmol), 1-bromo-4-phenylbutan-2-one (1.884 g, 8.297 mmol), DIEA (1.806 mL, 10.37 mmol) and ethanol (100 mL). The mixture was heated stirred at 70° C. for 2 hours, then cooled. The reaction was concentrated, and the residue was partitioned between chloroform and dilute sodium bicarbonate solution. The organic phase was washed with dilute sodium bicarbonate solution, dried over magnesium sulfate, filtered and... Reactants: C(C)(C)(C)OC(=O)N1CCC(CC1)CN1C(CN(CC1)S(=O)(=O)C=1COC2=C(C1)C=CC(=C2)Cl)=O (1-[1-(tert-butoxycarbonyl)piperidin-4-ylmethyl]-4-(7-chloro-2H-benzopyran-3-sulfonyl)-2-piperazinone), Cl (hydrochloric acid). Run in C(C)(=O)OCC (ethyl acetate), CO (methanol). Reaction conditions: time 30 minute. Yields the product Cl.ClC1=CC2=C(C=C(CO2)S(=O)(=O)N2CC(N(CC2)CC2CCNCC2)=O)C=C1 (4-(7-chloro-2H-benzopyran-3-sulfonyl)-1-(piperidin-4-ylmethyl)-2-piperazinone hydrochloride). Isolated yield 198.4%. Reaction SMILES: C(OC([N:8]1[CH2:13][CH2:12][CH:11]([CH2:14][N:15]2[CH2:20][CH2:19][N:18]([S:21]([C:24]3[CH2:25][O:26][C:27]4[CH:33]=[C:32]([Cl:34])[CH:31]=[CH:30][C:28]=4[CH:29]=3)(=[O:23])=[O:22])[CH2:17][C:16]2=[O:35])[CH2:10][CH2:9]1)=O)(C)(C)C.Cl>C(OCC)(=O)C.CO>[ClH:34].[Cl:34][C:32]1[CH:31]=[CH:30][C:28]2[CH:29]=[C:24]([S:21]([N:18]3[CH2:19][CH2:20][N:15]([CH2:14][CH:11]4[CH2:10][CH2:9][NH:8][CH2:13][CH2:12]4)[C:16](=[O:35])[CH2:17]3)(=[O:22])=[O:23])[CH2:25][O:26][C:27]=2[CH:33]=1 |f:4.5|. Reported procedure: To 1-[1-(tert-butoxycarbonyl)piperidin-4-ylmethyl]-4-(7-chloro-2H-benzopyran-3-sulfonyl)-2-piperazinone (1.856 g) were added 4N hydrochloric acid in ethyl acetate (40 ml) and methanol (25 ml), and the mixture was stirred at room temperature for 30 minutes. The reaction solution was concentrated to give colorless crystals of 4-(7-chloro-2H-benzopyran-3-sulfonyl)-1-(piperidin-4-ylmethyl)-2-piperazinone hydrochloride (1.618 g).